This data is from the Open Reaction Database (ORD), a public repository of structured organic reaction records. The task is: describe an organic reaction: reactants, conditions, products, and yield Reactants: BrC=1C=CC(=NC1)CSC (5-Bromo-2-methylsulfanylmethyl-pyridine), O (water), I(=O)(=O)(=O)[O-].[Na+] (sodium periodate). Solvent: CO (MeOH). Run at time 5 hour. Yields the product BrC=1C=CC(=NC1)CS(=O)C (5-Bromo-2-methanesulfinylmethyl-pyridine). The yield is 76.3%. RXN SMILES: [Br:1][C:2]1[CH:3]=[CH:4][C:5]([CH2:8][S:9][CH3:10])=[N:6][CH:7]=1.O.I([O-])(=O)(=O)=[O:13].[Na+]>CO>[Br:1][C:2]1[CH:3]=[CH:4][C:5]([CH2:8][S:9]([CH3:10])=[O:13])=[N:6][CH:7]=1 |f:2.3|. Reported procedure: To the stirred solution of 5-Bromo-2-methylsulfanylmethyl-pyridine (1.1 gm, 5.04 mmol) in MeOH: water (10:2 mL) at 0° C. is added sodium periodate (1.08 gm, 5.046 mmol) resulting reaction mixture is stirred RT for 5 h. After completion, solvent is evaporated under reduced pressure then residue is diluted with water and extract with EtOAc (3×50 mL). The combine organic layer is dried over sodium sulphate and evaporated under reduced pressure to get crude which is purified by combi flash using 8% ... The reactants are N1N=CC(=C1)C1=CC2=C(C=3N=C(SC3CCO2)C(=O)O)C=C1 (8-(1H-Pyrazol-4-yl)-4,5-dihydro-6-oxa-3-thia-1-aza-benzo[e]azulene-2-carboxylic acid), CNCCC1=NC=CC=C1 (N-methyl-2-(pyridine-2-yl)ethanamine). Product: CN(C(=O)C=1SC=2CCOC3=C(C2N1)C=CC(=C3)C=3C=NNC3)CCC3=NC=CC=C3 (8-(1H-Pyrazol-4-yl)-4,5-dihydro-6-oxa-3-thia-1-aza-benzo[e]azulene-2-carboxylic acid methyl-(2-pyridin-2-yl-ethyl)-amide). Reaction SMILES: [NH:1]1[CH:5]=[C:4]([C:6]2[CH:22]=[CH:21][C:9]3[C:10]4[N:11]=[C:12]([C:18](O)=[O:19])[S:13][C:14]=4[CH2:15][CH2:16][O:17][C:8]=3[CH:7]=2)[CH:3]=[N:2]1.[CH3:23][NH:24][CH2:25][CH2:26][C:27]1[CH:32]=[CH:31][CH:30]=[CH:29][N:28]=1>>[CH3:23][N:24]([CH2:25][CH2:26][C:27]1[CH:32]=[CH:31][CH:30]=[CH:29][N:28]=1)[C:18]([C:12]1[S:13][C:14]2[CH2:15][CH2:16][O:17][C:8]3[CH:7]=[C:6]([C:4]4[CH:3]=[N:2][NH:1][CH:5]=4)[CH:22]=[CH:21][C:9]=3[C:10]=2[N:11]=1)=[O:19]. Reported procedure: Following the procedure for 103, 8-(1H-Pyrazol-4-yl)-4,5-dihydro-6-oxa-3-thia-1-aza-benzo[e]azulene-2-carboxylic acid (50.0 mg, 0.2 mmol) was reacted with N-methyl-2-(pyridine-2-yl)ethanamine (1.2 equiv) to give 169 (14.4 mg, M+1 432.1) Reactants: CCN(CC)C(=O)c1ccc(F)c([N+](=O)[O-])c1, CCO, NCCN1CCOCC1. The product is CCN(CC)C(=O)c1ccc(NCCN2CCOCC2)c([N+](=O)[O-])c1. Reaction SMILES: [CH2:1]([CH3:2])[N:3]([C:4]([c:5]1[cH:6][c:7]([N+:12](=[O:13])[O-:14])[c:8]([F:11])[cH:9][cH:10]1)=[O:15])[CH2:16][CH3:17].[CH3:27][CH2:28][OH:29].[O:18]1[CH2:19][CH2:20][N:21]([CH2:24][CH2:25][NH2:26])[CH2:22][CH2:23]1>>[CH2:1]([CH3:2])[N:3]([C:4]([c:5]1[cH:6][c:7]([N+:12](=[O:13])[O-:14])[c:8]([NH:26][CH2:25][CH2:24][N:21]2[CH2:20][CH2:19][O:18][CH2:23][CH2:22]2)[cH:9][cH:10]1)=[O:15])[CH2:16][CH3:17]. Reactants: C1C(CC2=CC=CC=C12)=O (2-indanone), COC(CN)=O (Glycine methyl ester), C(#N)[BH3-].[Na+] (sodium cyanoborohydride). The solvent is CO (methanol), C(C)O (ethanol). Run at time 8 hour. Product: C1(CCC2=CC=CC=C12)NCC(=O)OC (methyl 2-(indanylamino)acetate). Reaction SMILES: [CH3:1][O:2][C:3](=[O:6])[CH2:4][NH2:5].[CH2:7]1[C:15]2[C:10](=[CH:11][CH:12]=[CH:13][CH:14]=2)[CH2:9][C:8]1=O.C([BH3-])#N.[Na+]>C(O)C.CO>[CH:7]1([NH:5][CH2:4][C:3]([O:2][CH3:1])=[O:6])[C:15]2[C:10](=[CH:11][CH:12]=[CH:13][CH:14]=2)[CH2:9][CH2:8]1 |f:2.3|. Procedure: Glycine methyl ester (0.053 moles, 6.64 g) is dissolved in absolute ethanol (420 ml) and methanol (42 ml), added with 2-indanone (0.053 moles, 7 g), and with sodium cyanoborohydride (0.058 moles, 3.7 g) under stirring, in 40 minutes. The mixture is left under stirring at r.t. overnight, evaporated to dryness under vacuum and the residue is taken up with water (500 ml) and ethyl acetate (500 ml). The phases are separated and the organic phase is extracted with a 0.1N HCl solution (3×200 ml). The ... Reactants: COC1=CC=C(C(=O)C2=C(C(=C(OCC(=O)O)C=C2)Cl)Cl)C=C1 (4-(4-methoxybenzoyl)-2,3-dichlorophenoxy acetic acid), I (hydriodic acid), product. The solvent is CCOCC (ether). Conditions: time 1 hour. Yields the product OC1=CC=C(C(=O)C2=C(C(=C(OCC(=O)O)C=C2)Cl)Cl)C=C1 (4-(4-Hydroxybenzoyl)-2,3-Dichlorophenoxy Acetic Acid). As a reaction SMILES: C[O:2][C:3]1[CH:23]=[CH:22][C:6]([C:7]([C:9]2[CH:19]=[CH:18][C:12]([O:13][CH2:14][C:15]([OH:17])=[O:16])=[C:11]([Cl:20])[C:10]=2[Cl:21])=[O:8])=[CH:5][CH:4]=1.I>CCOCC>[OH:2][C:3]1[CH:4]=[CH:5][C:6]([C:7]([C:9]2[CH:19]=[CH:18][C:12]([O:13][CH2:14][C:15]([OH:17])=[O:16])=[C:11]([Cl:20])[C:10]=2[Cl:21])=[O:8])=[CH:22][CH:23]=1. Procedure details: A mixture of 4-(4-methoxybenzoyl)-2,3-dichlorophenoxy acetic acid (3.55 g., 0.01 mole) and hydriodic acid (7.5 ml.) was refluxed at 180°-190° C. for 4 hours. The reaction mixture was concentrated and the solid residue was stirred with water for one hour and filtered. The solid obtained was dissolved in ether and dried (MgSO4). The solvent was removed in vacuo and the residue was recrystallized from ether - pet. ether mixture to give 2 g. (60%) of the product; m.p. 218°-219° C. The reactants are C(C)(C)(C)[Si](C)(C)O\C(=C/C)\C1=CC(=CC=C1)Br ((Z)-tert-Butyl(1-(3-bromophenyl)prop-1-enyloxy)dimethylsilane), CC[C@H]1CN2CC[C@H]1C[C@@H]2[C@H](C3=C4C=C(C=CC4=NC=C3)OC)OC5=NN=C(C6=CC=CC=C65)O[C@H]([C@H]7C[C@@H]8CCN7C[C@@H]8CC)C9=C1C=C(C=CC1=NC=C9)OC (AD-mix-β), CS(=O)(=O)N (CH3SO2NH2). Product: BrC=1C=C(C=CC1)C([C@@H](C)O)=O ((R)-1-(3-Bromophenyl)-2-hydroxypropan-1-one). Run in C(C)(C)(C)O.O (tert-butyl alcohol water). Isolated yield 87.3%. RXN SMILES: C([Si]([O:8]/[C:9](/[C:12]1[CH:17]=[CH:16][CH:15]=[C:14]([Br:18])[CH:13]=1)=[CH:10]\[CH3:11])(C)C)(C)(C)C.CC[C@@H]1[C@@H]2C[C@H]([C@@H](OC3C4C(=CC=CC=4)C(O[C@@H](C4C=CN=C5C=4C=C(OC)C=C5)[C@@H]4N5C[C@H](CC)[C@@H](CC5)C4)=NN=3)C3C=CN=C4C=3C=C([O:40]C)C=C4)N(CC2)C1.CS(N)(=O)=O>C(O)(C)(C)C.O>[Br:18][C:14]1[CH:13]=[C:12]([C:9](=[O:8])[C@H:10]([OH:40])[CH3:11])[CH:17]=[CH:16][CH:15]=1 |f:3.4|. Procedure details: Compound 10d was synthesized by a procedure similar to that described for (R)-10a using (Z)-tert-butyl(1-(3-bromophenyl)prop-1-enyloxy)dimethylsilane, (9d, 1.15 g, 0.0035 mol), AD-mix-β (4.9 g), and CH3SO2NH2 (334 mg, 3.5 mmol) in tert-butyl alcohol-water (17.5 mL. 17.5 mL). The reaction was quenched with sodium sulfite (3.5 g). After purification by column chromatography on silica gel, 0.700 g (88%) of the desired product was isolated: [α]20D +61.1° (c 1.3, CHCl3); 1H NMR (CDCl3) δ 8.09-8.04 (m... The reactants are C[O-], CO, N#Cc1cn(COCCO)c2ncnc(N)c12, [Na+]. Product: COC(=N)c1cn(COCCO)c2ncnc(N)c12. Reaction SMILES: [CH3:18][O-:19].[CH3:21][OH:22].[NH2:1][c:2]1[c:3]2[c:4]([n:5][cH:6][n:7]1)[n:8]([CH2:13][O:14][CH2:15][CH2:16][OH:17])[cH:9][c:10]2[C:11]#[N:12].[Na+:20]>>[NH2:1][c:2]1[c:3]2[c:4]([n:5][cH:6][n:7]1)[n:8]([CH2:13][O:14][CH2:15][CH2:16][OH:17])[cH:9][c:10]2[C:11](=[NH:12])[O:19][CH3:18]. Reactants: C(CCC)N (n-butylamine), N1C=CC2=CC=C(C=C12)C=CC(CC(C)=O)=O (6-(1H-Indol-6-yl)hex-5-ene-2,4-dione), B(=O)OB=O (boron trioxide), C(=O)(O)[O-].[Na+] (NaHCO3), BrC1=C(C=O)C=C(C=C1)O (2-bromo-5-hydroxybenzaldehyde), B(OCCCC)(OCCCC)OCCCC (tri-n-butyl borate), Cl (HCl). Run in C(C)(=O)OCC (ethyl acetate), [Cl-].[Na+].O (brine). Conditions: time 1 hour. The product is BrC1=C(C=C(C=C1)O)\C=C\C(CC(\C=C\C1=CC=C2C=CNC2=C1)=O)=O ((1E,6E)-1-(2-bromo-5-hydroxyphenyl)-7-(1H-indol-6-yl)hepta-1,6-diene-3,5-dione). The yield is 20.1%. Reaction SMILES: [NH:1]1[C:9]2[C:4](=[CH:5][CH:6]=[C:7]([CH:10]=[CH:11][C:12](=[O:17])[CH2:13][C:14](=[O:16])[CH3:15])[CH:8]=2)[CH:3]=[CH:2]1.B(OB=O)=O.[Br:23][C:24]1[CH:31]=[CH:30][C:29]([OH:32])=[CH:28][C:25]=1[CH:26]=O.B(OCCCC)(OCCCC)OCCCC.C(N)CCC.Cl.C([O-])(O)=O.[Na+]>C(OCC)(=O)C.[Cl-].[Na+].O>[Br:23][C:24]1[CH:31]=[CH:30][C:29]([OH:32])=[CH:28][C:25]=1/[CH:26]=[CH:15]/[C:14](=[O:16])[CH2:13][C:12](=[O:17])/[CH:11]=[CH:10]/[C:7]1[CH:8]=[C:9]2[C:4]([CH:3]=[CH:2][NH:1]2)=[CH:5][CH:6]=1 |f:6.7,9.10.11|. Procedure details: 6-(1H-Indol-6-yl)hex-5-ene-2,4-dione (19.4 mg, 85 μmol) and boron trioxide (11 mg, 0.16 mmol) was placed in a 20 mL reaction vessel, and dissolved in 0.4 mL of ethyl acetate. To the stirring mixture at 80° C. was added a solution of 2-bromo-5-hydroxybenzaldehyde (23 mg, 0.11 mmol) and tri-n-butyl borate (25 μL, 93 μmol), sequentially. After the reaction mixture was stirred for 2 h at the same temperature, n-butylamine (10 μL, 0.10 mmol) was added with additional stirring for 1 h. The reaction mi... Starting materials: CCCc1ccc(C2CCc3c(F)cc(F)cc3C2)cc1, [Cl-], Cl, [Li]CCCC, N, O=C=O, CN(C)C=O, O, O=C(O)c1ccccc1, O=P(Cl)(Cl)Cl, O=S(Cl)Cl. Product: CCCc1ccc(C2CCc3c(cc(F)c(C#N)c3F)C2)cc1. Reaction SMILES: [CH2:1]([CH2:2][CH3:3])[c:4]1[cH:5][cH:6][c:7]([CH:10]2[CH2:11][c:12]3[cH:13][c:14]([F:21])[cH:15][c:16]([F:20])[c:17]3[CH2:18][CH2:19]2)[cH:8][cH:9]1.[Cl-:39].[ClH:50].[Li:22][CH2:23][CH2:24][CH2:25][CH3:26].[NH3:44].[O:36]=[C:37]=[O:38].[O:51]=[CH:52][N:53]([CH3:54])[CH3:55].[OH2:56].[OH:27][C:28]([c:29]1[cH:30][cH:31][cH:32][cH:33][cH:34]1)=[O:35].[P:45]([Cl:46])([Cl:47])([Cl:48])=[O:49].[S:40]([Cl:41])([Cl:42])=[O:43]>>[CH2:1]([CH2:2][CH3:3])[c:4]1[cH:5][cH:6][c:7]([CH:10]2[CH2:11][c:12]3[cH:13][c:14]([F:21])[c:15]([C:23]#[N:44])[c:16]([F:20])[c:17]3[CH2:18][CH2:19]2)[cH:8][cH:9]1. The reactants are solid, Cl.Cl.Cl.O1CCC=2C1=C(N=CC2)N2CCN(CC2)CC[C@@H]2CC[C@H](CC2)N (trans-4-{2-[4-(2,3-dihydro-furo[2,3-c]pyridin-7-yl)-piperazin-1-yl]-ethyl}-cyclohexylamine trihydrochloride), Cl.Cl.Cl.O1CCC=2C1=C(N=CC2)N2CCN(CC2)CC[C@@H]2CC[C@H](CC2)N (trans-4-{2-[4-(2,3-dihydro-furo[2,3-c]pyridin-7-yl)-piperazin-1-yl]-ethyl}-cyclohexylamine trihydrochloride), O1CC(CCC1)C(=O)O ((RS)-tetrahydro-pyran-3-carboxylic acid). Yields the product O1CCC=2C1=C(N=CC2)N2CCN(CC2)CC[C@@H]2CC[C@H](CC2)NC(=O)C2COCCC2 ((RS)-Tetrahydro-pyran-3-carboxylic acid trans-(4-{2-[4-(2,3-dihydro-furo[2,3-c]pyridin-7-yl)-piperazin-1-yl]-ethyl}-cyclohexyl)-amide). Reaction SMILES: Cl.Cl.Cl.[O:4]1[C:8]2=[C:9]([N:13]3[CH2:18][CH2:17][N:16]([CH2:19][CH2:20][C@H:21]4[CH2:26][CH2:25][C@H:24]([NH2:27])[CH2:23][CH2:22]4)[CH2:15][CH2:14]3)[N:10]=[CH:11][CH:12]=[C:7]2[CH2:6][CH2:5]1.[O:28]1[CH2:33][CH2:32][CH2:31][CH:30]([C:34](O)=[O:35])[CH2:29]1>>[O:4]1[C:8]2=[C:9]([N:13]3[CH2:18][CH2:17][N:16]([CH2:19][CH2:20][C@H:21]4[CH2:26][CH2:25][C@H:24]([NH:27][C:34]([CH:30]5[CH2:31][CH2:32][CH2:33][O:28][CH2:29]5)=[O:35])[CH2:23][CH2:22]4)[CH2:15][CH2:14]3)[N:10]=[CH:11][CH:12]=[C:7]2[CH2:6][CH2:5]1 |f:0.1.2.3|. Reported procedure: The title compound, white solid (99 mg, 90%), MS (ISP) m/z=443.5 [(M+H)+], mp 203° C., was prepared in accordance with the general method of example 6 from trans-4-{2-[4-(2,3-dihydro-furo[2,3-c]pyridin-7-yl)-piperazin-1-yl]-ethyl}-cyclohexylamine trihydrochloride (intermediate B) (110 mg, 0.25 mmol) and (RS)-tetrahydro-pyran-3-carboxylic acid.